Dataset: the Open Reaction Database (ORD), a public repository of structured organic reaction records. Task: describe an organic reaction: reactants, conditions, products, and yield Starting materials: O=C([O-])[O-], O=C([O-])[O-], CCO, [Ca+2], CC(C)(C)OC(=O)n1nc(-c2cccc(F)c2)c2cc(CN=[N+]=[N-])ccc21, C1CCOC1, [Pd+2]. Product: CC(C)(C)OC(=O)n1nc(-c2cccc(F)c2)c2cc(CN)ccc21. Reaction SMILES: [C:36](=[O:37])([O-:38])[O-:39].[C:42](=[O:43])([O-:44])[O-:45].[CH3:28][CH2:29][OH:30].[Ca+2:40].[N:1](=[N+:2]=[N-:3])[CH2:4][c:5]1[cH:6][c:7]2[c:8](-[c:21]3[cH:22][c:23]([F:27])[cH:24][cH:25][cH:26]3)[n:9][n:10]([C:14](=[O:15])[O:16][C:17]([CH3:18])([CH3:19])[CH3:20])[c:11]2[cH:12][cH:13]1.[O:31]1[CH2:32][CH2:33][CH2:34][CH2:35]1.[Pd+2:41]>>[NH2:1][CH2:4][c:5]1[cH:6][c:7]2[c:8](-[c:21]3[cH:22][c:23]([F:27])[cH:24][cH:25][cH:26]3)[n:9][n:10]([C:14](=[O:15])[O:16][C:17]([CH3:18])([CH3:19])[CH3:20])[c:11]2[cH:12][cH:13]1. Starting materials: S(=O)(=O)(ON1[C@@H]2C(=C[C@H](N(C1=O)C2)C(N)=O)CCNC(=O)OC(C)(C)C)O ((2S,5R)-4-(2-(tert-butoxycarbonylamino)ethyl)-2-carbamoyl-7-oxo-1,6-diazabicyclo[3.2.1]oct-3-en-6-yl hydrogen sulfate), S(=O)(=O)(ON1[C@@H]2C(=C[C@H](N(C1=O)C2)C(N)=O)CCNC(=O)OC(C)(C)C)O ((2S,5R)-4-(2-(tert-butoxycarbonylamino)ethyl)-2-carbamoyl-7-oxo-1,6-diazabicyclo[3.2.1]oct-3-en-6-yl hydrogen sulfate), FC(C(=O)O)(F)F (trifluoroacetic acid). Solvent: ClCCl (dichloromethane). The product is S(=O)(=O)(ON1[C@@H]2C(=C[C@H](N(C1=O)C2)C(N)=O)CCN)O ((2S,5R)-4-(2-aminoethyl)-2-carbamoyl-7-oxo-1,6-diazabicyclo[3.2.1]oct-3-en-6-yl Hydrogen Sulfate). As a reaction SMILES: [S:1]([OH:27])([O:4][N:5]1[C:11](=[O:12])[N:10]2[CH2:13][C@H:6]1[C:7]([CH2:17][CH2:18][NH:19]C(OC(C)(C)C)=O)=[CH:8][C@H:9]2[C:14](=[O:16])[NH2:15])(=[O:3])=[O:2].FC(F)(F)C(O)=O>ClCCl>[S:1]([OH:27])([O:4][N:5]1[C:11](=[O:12])[N:10]2[CH2:13][C@H:6]1[C:7]([CH2:17][CH2:18][NH2:19])=[CH:8][C@H:9]2[C:14](=[O:16])[NH2:15])(=[O:3])=[O:2]. Procedure: To a suspension of (2S,5R)-4-(2-(tert-butoxycarbonylamino)ethyl)-2-carbamoyl-7-oxo-1,6-diazabicyclo[3.2.1]oct-3-en-6-yl hydrogen sulfate (Intermediate 229, 0.060 g, 0.15 mmol) in dichloromethane (2 mL) at 0° C. was added trifluoroacetic acid (0.100 mL). After 15 minutes the solvent was removed in vacuo and the residue was dried under high vacuum. Purified by reverse phase chromatography using acetonitrile/water to afford the title compound as a white solid after lyophilization (0.006 g, 13%).